This data is from the Open Reaction Database (ORD), a public repository of structured organic reaction records. The task is: describe an organic reaction: reactants, conditions, products, and yield The reactants are C(C)[Zn]CC (diethylzinc), C(C)OC(=O)C=1SC(=C(C1C1=CC=C(C=C1)I)C#N)S(=O)(=O)C (3-(4-iodophenyl)-4-cyano-5-methanesulfonyl-thiophene-2-carboxylic acid ethyl ester). The solvent is C(Cl)Cl (CH2Cl2). Run at time 5 day. Product: C(C)OC(=O)C=1SC(=C(C1C1=CC=C(C=C1)I)C#N)CC (3-(4-Iodophenyl)-4-cyano-5-ethyl-thiophene-2-carboxylic acid ethyl ester). RXN SMILES: C([Zn][CH2:4][CH3:5])C.[CH2:6]([O:8][C:9]([C:11]1[S:12][C:13](S(C)(=O)=O)=[C:14]([C:23]#[N:24])[C:15]=1[C:16]1[CH:21]=[CH:20][C:19]([I:22])=[CH:18][CH:17]=1)=[O:10])[CH3:7]>C(Cl)Cl>[CH2:6]([O:8][C:9]([C:11]1[S:12][C:13]([CH2:4][CH3:5])=[C:14]([C:23]#[N:24])[C:15]=1[C:16]1[CH:21]=[CH:20][C:19]([I:22])=[CH:18][CH:17]=1)=[O:10])[CH3:7]. Procedure details: Add dropwise diethylzinc (1.0M in hexanes, 16 mmol) to a solution of 3-(4-iodophenyl)-4-cyano-5-methanesulfonyl-thiophene-2-carboxylic acid ethyl ester (2.78 mmol) in 15 mL of anhydrous CH2Cl2 and stir under nitrogen at room temperature for 5 days. Cool to 0° C. and carefully quench with ice followed by 10 mL of saturated NH4Cl. Filter the mixture through Celite and rinse the filter pad with 100 mL of CH2Cl2. Wash the combined organic layers with brine (1×20 mL), dry over Na2SO4, filter, and eva... The reactants are NCc1ccccc1, O, O=C(O)C(O)C(O)C(=O)O, Cc1ccccc1C. Product: O=C1C(O)C(O)C(=O)N1Cc1ccccc1. Reaction SMILES: [NH2:11][CH2:12][c:13]1[cH:14][cH:15][cH:16][cH:17][cH:18]1.[OH2:27].[OH:1][CH:2]([CH:3]([OH:4])[C:5]([OH:6])=[O:9])[C:8]([OH:7])=[O:10].[c:19]1([CH3:20])[c:21]([CH3:22])[cH:23][cH:24][cH:25][cH:26]1>>[OH:1][CH:2]1[CH:3]([OH:4])[C:5](=[O:6])[N:11]([CH2:12][c:13]2[cH:14][cH:15][cH:16][cH:17][cH:18]2)[C:8]1=[O:10]. The reactants are CC([C@@H](C(=O)OC)N1C(C2=CC(=CC=C2C1)C1=CC=C(C=C1)NC(C1=CN=C(C=C1)N1CCOCC1)=O)=O)C ((S)-Methyl 3-methyl-2-(6-(4-(6-morpholinonicotinamido)phenyl)-1-oxoisoindolin-2-yl)butanoate), compound, N1CCCCC1 (piperidine). Yields the product CC([C@@H](C(=O)OC)N1C(C2=CC(=CC=C2C1)C1=CC=C(C=C1)NC(C1=CN=C(C=C1)N1CCCCC1)=O)=O)C ((S)-Methyl 3-methyl-2-(1-oxo-6-(4-(6-(piperidin-1-yl)nicotinamido)phenyl)iso indolin-2-yl)butanoate). Yield: 91.0%. As a reaction SMILES: [CH3:1][CH:2]([CH3:39])[C@H:3]([N:8]1[CH2:16][C:15]2[C:10](=[CH:11][C:12]([C:17]3[CH:22]=[CH:21][C:20]([NH:23][C:24](=[O:37])[C:25]4[CH:30]=[CH:29][C:28]([N:31]5[CH2:36][CH2:35]O[CH2:33][CH2:32]5)=[N:27][CH:26]=4)=[CH:19][CH:18]=3)=[CH:13][CH:14]=2)[C:9]1=[O:38])[C:4]([O:6][CH3:7])=[O:5].N1CCCC[CH2:41]1>>[CH3:39][CH:2]([CH3:1])[C@H:3]([N:8]1[CH2:16][C:15]2[C:10](=[CH:11][C:12]([C:17]3[CH:22]=[CH:21][C:20]([NH:23][C:24](=[O:37])[C:25]4[CH:30]=[CH:29][C:28]([N:31]5[CH2:32][CH2:33][CH2:41][CH2:35][CH2:36]5)=[N:27][CH:26]=4)=[CH:19][CH:18]=3)=[CH:13][CH:14]=2)[C:9]1=[O:38])[C:4]([O:6][CH3:7])=[O:5]. Procedure details: The compound of example 214 was prepared analogous to compound of example 212 by reaction of compound of example 211 with piperidine.